This data is from the Open Reaction Database (ORD), a public repository of structured organic reaction records. The task is: describe an organic reaction: reactants, conditions, products, and yield Reactants: Oc1cc(N2CCOCC2)c2ccccc2c1Cl, [H][H], [K+], [OH-]. Yields the product Oc1cc(N2CCOCC2)c2ccccc2c1. RXN SMILES: [Cl:1][c:2]1[c:3]([OH:18])[cH:4][c:5]([N:12]2[CH2:13][CH2:14][O:15][CH2:16][CH2:17]2)[c:6]2[cH:7][cH:8][cH:9][cH:10][c:11]12.[H:19][H:20].[K+:22].[OH-:21]>>[cH:2]1[c:3]([OH:18])[cH:4][c:5]([N:12]2[CH2:13][CH2:14][O:15][CH2:16][CH2:17]2)[c:6]2[cH:7][cH:8][cH:9][cH:10][c:11]12.